Dataset: the Open Reaction Database (ORD), a public repository of structured organic reaction records. Task: describe an organic reaction: reactants, conditions, products, and yield Yields the product CCOC(=O)C(=O)c1c[nH]c2c(-n3cnc(C(C)O)n3)ncc(OC)c12. As a reaction SMILES: [Br-:20].[CH2:21]([Mg+:22])[CH3:23].[CH2:38]1[O:39][CH2:40][CH2:41][CH2:42]1.[CH3:1][O:2][c:3]1[c:4]2[c:5]([c:6](-[n:9]3[n:10][c:11]([CH:14]([CH3:15])[OH:16])[n:12][cH:13]3)[n:7][cH:8]1)[nH:17][cH:18][cH:19]2.[Cl:30][C:31]([C:32](=[O:33])[O:34][CH2:35][CH3:36])=[O:37].[cH:24]1[cH:25][cH:26][n:27][cH:28][cH:29]1>>[CH3:1][O:2][c:3]1[c:4]2[c:5]([c:6](-[n:9]3[n:10][c:11]([CH:14]([CH3:15])[OH:16])[n:12][cH:13]3)[n:7][cH:8]1)[nH:17][cH:18][c:19]2[C:31]([C:32](=[O:33])[O:34][CH2:35][CH3:36])=[O:37]. The reactants are [Br-], CC[Mg+], C1CCOC1, COc1cnc(-n2cnc(C(C)O)n2)c2[nH]ccc12, CCOC(=O)C(=O)Cl, c1ccncc1. Starting materials: OC=1C2=C(N=CN1)C=CN=C2 (4-hydroxy-pyrido[4,3-d]pyrimidine), N1=CC=CC=C1 (pyridine), ClC=1C=C(N)C=CC1 (3-Chloroaniline). Run in P(=O)(Cl)(Cl)Cl (phosphorus oxychloride). Reaction conditions: temperature 85 celsius. Yields the product Cl.ClC=1C=C(C=CC1)NC=1C2=C(N=CN1)C=CN=C2 ((3Chloro-phenyl)-(pyrido[4,3-d]pyrimidin-4-yl)-amine Hydrochloride). Isolated yield 2.3%. As a reaction SMILES: O[C:2]1[C:3]2[CH:11]=[N:10][CH:9]=[CH:8][C:4]=2[N:5]=[CH:6][N:7]=1.N1C=CC=CC=1.[Cl:18][C:19]1[CH:20]=[C:21]([CH:23]=[CH:24][CH:25]=1)[NH2:22]>P(Cl)(Cl)(Cl)=O>[ClH:18].[Cl:18][C:19]1[CH:20]=[C:21]([NH:22][C:2]2[C:3]3[CH:11]=[N:10][CH:9]=[CH:8][C:4]=3[N:5]=[CH:6][N:7]=2)[CH:23]=[CH:24][CH:25]=1 |f:4.5|. Reported procedure: To 4-hydroxy-pyrido[4,3-d]pyrimidine (0.13 g, 0.90 mmol) in phosphorus oxychloride (2 ml) was added dry pyridine (0.15 ml, 1.8 mmol). A condenser and CaCl2 drying tube were attached and the suspension was refluxed for 3 hours. The final, clear solution was concentrated in vacuo (CaCl2 drying tube) and followed by a toluene chase. The resulting 4-chloro-pyrido[4,3-d]pyrimidine was dissolved in dry pyridine (1.5 ml). 3-Chloroaniline (0.096 ml, 0.90 mmol) was added, and the mixture was heated in an... Starting materials: C1(=CC=CC=C1)P(C1=CC=CC=C1)C1=CC=CC=C1 (triphenylphosphine), [Si](C)(C)(C(C)(C)C)OC[C@H](CCC1=C(C(=CC=C1)OC)O)O (2-((3S)-4-{[tert-butyl(dimethyl)silyl]oxy}-3-hydroxybutyl)-6-methoxyphenol), N(=NC(=O)OCC)C(=O)OCC (diethyl azodicarboxylate). The solvent is C1(=CC=CC=C1)C (toluene). Reaction conditions: time 15 minute. The product is COC=1C=CC=C2CC[C@@H](OC12)CO[Si](C)(C)C(C)(C)C (tert-butyl(dimethyl)silyl [(2R)-8-methoxy-3,4-dihydro-2H-chromen-2-yl]methyl ether). Isolated yield 75.9%. RXN SMILES: [Si:1]([O:8][CH2:9][C@@H:10]([OH:22])[CH2:11][CH2:12][C:13]1[CH:18]=[CH:17][CH:16]=[C:15]([O:19][CH3:20])[C:14]=1O)([C:4]([CH3:7])([CH3:6])[CH3:5])([CH3:3])[CH3:2].C1(P(C2C=CC=CC=2)C2C=CC=CC=2)C=CC=CC=1.N(C(OCC)=O)=NC(OCC)=O>C1(C)C=CC=CC=1>[CH3:20][O:19][C:15]1[CH:16]=[CH:17][CH:18]=[C:13]2[C:14]=1[O:22][C@@H:10]([CH2:9][O:8][Si:1]([C:4]([CH3:5])([CH3:6])[CH3:7])([CH3:2])[CH3:3])[CH2:11][CH2:12]2. Procedure: To a solution of 2-((3S)-4-{[tert-butyl(dimethyl)silyl]oxy}-3-hydroxybutyl)-6-methoxyphenol (6.90 g, 21.1 mmol) in toluene (250 mL) cooled to 0° C. is added triphenylphosphine (6.10 g, 23.2 mmol) followed by dropwise addition of diethyl azodicarboxylate (4.05 g, 23.2 mmol). The reaction mixture is allowed to stir at room temperature for 15 min. The reaction-mixture is quenched by the addition of water (300 mL). The aqueous layer is separated and extracted with diethyl ether (2×150 mL). The combi... Starting materials: CSc1cccc(Br)c1, CC(C)(C)OC(=O)N1CCCC1=O, [Li]CCCC, [Cl-], [NH4+], C1CCOC1, O. The product is CSc1cccc(C(=O)CCCNC(=O)OC(C)(C)C)c1. As a reaction SMILES: [Br:1][c:2]1[cH:3][c:4]([S:8][CH3:9])[cH:5][cH:6][cH:7]1.[C:15]([CH3:16])([CH3:17])([CH3:18])[O:19][C:20](=[O:21])[N:22]1[C:23](=[O:27])[CH2:24][CH2:25][CH2:26]1.[CH2:10]([Li:11])[CH2:12][CH2:13][CH3:14].[Cl-:28].[NH4+:29].[O:30]1[CH2:31][CH2:32][CH2:33][CH2:34]1.[OH2:35]>>[c:2]1([C:23]([CH2:24][CH2:25][CH2:26][NH:22][C:20]([O:19][C:15]([CH3:16])([CH3:17])[CH3:18])=[O:21])=[O:27])[cH:3][c:4]([S:8][CH3:9])[cH:5][cH:6][cH:7]1. Starting materials: C1(=CC=CC=C1)C (toluene), FC1=CC=C(NC2=C(C(=O)OC(C)(C)C)C=CC(=C2)B2OC(C(O2)(C)C)(C)C)C=C1 (tert-butyl 2-(4-fluoroanilino)-4-(4,4,5,5-tetramethyl-1,3,2-dioxaborolan-2-yl)benzoate), BrC=1C=CC2=C(C=CS2)C1 (5-bromobenzothiophene), C(O)([O-])=O.[Na+] (sodium hydrogen carbonate). The reagents and catalysts are C=1C=CC(=CC1)[P](C=2C=CC=CC2)(C=3C=CC=CC3)[Pd]([P](C=4C=CC=CC4)(C=5C=CC=CC5)C=6C=CC=CC6)([P](C=7C=CC=CC7)(C=8C=CC=CC8)C=9C=CC=CC9)[P](C=1C=CC=CC1)(C=1C=CC=CC1)C=1C=CC=CC1 (tetrakis(triphenylphosphine)palladium(0)). Solvent: O (water), C(C)O (ethanol), O (water), C(C)(=O)OCC (ethyl acetate). Product: S1C=CC2=C1C=CC(=C2)C2=CC(=C(C(=O)OC(C)(C)C)C=C2)NC2=CC=C(C=C2)F (tert-butyl 4-(benzothiophen-5-yl)-2-(4-fluoroanilino)benzoate). As a reaction SMILES: C1(C)C=CC=CC=1.[F:8][C:9]1[CH:37]=[CH:36][C:12]([NH:13][C:14]2[CH:26]=[C:25](B3OC(C)(C)C(C)(C)O3)[CH:24]=[CH:23][C:15]=2[C:16]([O:18][C:19]([CH3:22])([CH3:21])[CH3:20])=[O:17])=[CH:11][CH:10]=1.Br[C:39]1[CH:40]=[CH:41][C:42]2[S:46][CH:45]=[CH:44][C:43]=2[CH:47]=1.C(=O)([O-])O.[Na+]>C1C=CC([P]([Pd]([P](C2C=CC=CC=2)(C2C=CC=CC=2)C2C=CC=CC=2)([P](C2C=CC=CC=2)(C2C=CC=CC=2)C2C=CC=CC=2)[P](C2C=CC=CC=2)(C2C=CC=CC=2)C2C=CC=CC=2)(C2C=CC=CC=2)C2C=CC=CC=2)=CC=1.O.C(OCC)(=O)C.C(O)C>[S:46]1[C:42]2[CH:41]=[CH:40][C:39]([C:25]3[CH:24]=[CH:23][C:15]([C:16]([O:18][C:19]([CH3:21])([CH3:22])[CH3:20])=[O:17])=[C:14]([NH:13][C:12]4[CH:36]=[CH:37][C:9]([F:8])=[CH:10][CH:11]=4)[CH:26]=3)=[CH:47][C:43]=2[CH:44]=[CH:45]1 |f:3.4,^1:56,58,77,96|. Reported procedure: To toluene 1.6 mL solution of tert-butyl 2-(4-fluoroanilino)-4-(4,4,5,5-tetramethyl-1,3,2-dioxaborolan-2-yl)benzoate 79 mg were added ethanol 0.60 mL, water 0.30 mL, 5-bromobenzothiophene 61 mg, sodium hydrogen carbonate 48 mg and tetrakis(triphenylphosphine)palladium(0) 11 mg at room temperature, and it was heated and refluxed for 6 hours. After the reaction mixture was cooled to room temperature, and ethyl acetate and water were added to it. The organic layer was separated and collected, dried... Reactants: ice water, ClC=1C=C(C=C(C1OC1=CC=C(C=C1)OC)Cl)N (3,5-Dichloro-4-(4-methoxy-phenoxy)-phenylamine), BrCC(=O)OCC (ethyl bromoacetate), C(C)(C)N(CC)C(C)C (diisopropylethylamine). The solvent is CN(C)C=O (DMF), C(C)(=O)OCC (ethyl acetate). Yields the product C(C)OC(CNC1=CC(=C(C(=C1)Cl)OC1=CC=C(C=C1)OC)Cl)=O ([3,5-Dichloro-4-(4-methoxy-phenoxy)-phenylamino]-acetic acid ethyl ester). The yield is 76.0%. RXN SMILES: [Cl:1][C:2]1[CH:3]=[C:4]([NH2:18])[CH:5]=[C:6]([Cl:17])[C:7]=1[O:8][C:9]1[CH:14]=[CH:13][C:12]([O:15][CH3:16])=[CH:11][CH:10]=1.Br[CH2:20][C:21]([O:23][CH2:24][CH3:25])=[O:22].C(N(C(C)C)CC)(C)C>CN(C=O)C.C(OCC)(=O)C>[CH2:24]([O:23][C:21](=[O:22])[CH2:20][NH:18][C:4]1[CH:3]=[C:2]([Cl:1])[C:7]([O:8][C:9]2[CH:10]=[CH:11][C:12]([O:15][CH3:16])=[CH:13][CH:14]=2)=[C:6]([Cl:17])[CH:5]=1)[CH3:25]. Procedure details: 3,5-Dichloro-4-(4-methoxy-phenoxy)-phenylamine (10.2 g, 0.03 mol), ethyl bromoacetate (5.39 g, 0.03 mol) and diisopropylethylamine (5.1 g, 0.03 mol) in 50 mL of DMF were stirred at 120° C. for 18 h. The reaction mixture was poured in to ice-water. The product was taken up in ethyl acetate, washed with water, brine, dried over sodium sulphate, filtered and concentrated to give the crude product, which was purified by column chromatography over flash silica gel, (hexane:ethyl acetate 90:10) to aff... Starting materials: C#CCC(NS(=O)(=O)c1ccccc1)C(=O)NCC(OC)OC, Cc1ccc(S(=O)(=O)O)cc1. Product: C#CCC1C(=O)NC=CN1S(=O)(=O)c1ccccc1. RXN SMILES: [CH3:1][O:2][CH:3]([CH2:4][NH:5][C:6]([CH:7]([CH2:8][C:9]#[CH:10])[NH:11][S:12](=[O:13])(=[O:14])[c:15]1[cH:16][cH:17][cH:18][cH:19][cH:20]1)=[O:21])[O:22][CH3:23].[c:24]1([CH3:25])[cH:26][cH:27][c:28]([S:29]([OH:30])(=[O:31])=[O:32])[cH:33][cH:34]1>>[CH:3]1=[CH:4][NH:5][C:6](=[O:21])[CH:7]([CH2:8][C:9]#[CH:10])[N:11]1[S:12](=[O:13])(=[O:14])[c:15]1[cH:16][cH:17][cH:18][cH:19][cH:20]1. The reactants are C1(CCCC1)C1=C(C=C(COC2=CC=3C(=C4N(C3C=C2)CCC4CC(=O)OC(C)(C)C)I)C=C1)C(F)(F)F (tert-butyl 2-(7-(4-cyclopentyl-3-(trifluoromethyl)benzyloxy)-9-iodo-2,3-dihydro-1H-pyrrolo[1,2-a]indol-1-yl)acetate), [Cl-].C[Zn+] (methylzinc(II) chloride). Reagents/catalysts: CC(C)([P](C(C)(C)C)([Pd][P](C(C)(C)C)(C(C)(C)C)C(C)(C)C)C(C)(C)C)C (bis(tri-t-butylphosphine)palladium(0)). Run in C1CCOC1 (THF). Reaction conditions: temperature 70 celsius. Product: C1(CCCC1)C1=C(C=C(COC2=CC=3C(=C4N(C3C=C2)CCC4CC(=O)OC(C)(C)C)C)C=C1)C(F)(F)F (tert-Butyl 2-(7-(4-Cyclopentyl-3-(trifluoromethyl)benzyloxy)-9-methyl-2,3-dihydro-1H-pyrrolo[1,2-a]indol-1-yl)acetate). The yield is 51.3%. RXN SMILES: [CH:1]1([C:6]2[CH:34]=[CH:33][C:9]([CH2:10][O:11][C:12]3[CH:20]=[CH:19][C:18]4[N:17]5[CH2:21][CH2:22][CH:23]([CH2:24][C:25]([O:27][C:28]([CH3:31])([CH3:30])[CH3:29])=[O:26])[C:16]5=[C:15](I)[C:14]=4[CH:13]=3)=[CH:8][C:7]=2[C:35]([F:38])([F:37])[F:36])[CH2:5][CH2:4][CH2:3][CH2:2]1.[Cl-].[CH3:40][Zn+]>C1COCC1.CC(C)([P](C(C)(C)C)([Pd][P](C(C)(C)C)(C(C)(C)C)C(C)(C)C)C(C)(C)C)C>[CH:1]1([C:6]2[CH:34]=[CH:33][C:9]([CH2:10][O:11][C:12]3[CH:20]=[CH:19][C:18]4[N:17]5[CH2:21][CH2:22][CH:23]([CH2:24][C:25]([O:27][C:28]([CH3:31])([CH3:30])[CH3:29])=[O:26])[C:16]5=[C:15]([CH3:40])[C:14]=4[CH:13]=3)=[CH:8][C:7]=2[C:35]([F:38])([F:37])[F:36])[CH2:5][CH2:4][CH2:3][CH2:2]1 |f:1.2,^1:49,55|. Reported procedure: To a solution of tert-butyl 2-(7-(4-cyclopentyl-3-(trifluoromethyl)benzyloxy)-9-iodo-2,3-dihydro-1H-pyrrolo[1,2-a]indol-1-yl)acetate (50.0 mg, 0.078 mmol) in THF (1 mL) in a heavy-walled sealed microwave tube (0.5-2.0 mL) under N2 was added methylzinc(II) chloride (2.0 M in THF, 0.055 mL, 0.109 mmol) and bis(tri-t-butylphosphine)palladium(0) (3.60 mg, 7.04 μmol). The reaction mixture was then heated to 70° C. for 2 h, quenched with saturated NaHCO3 and filtered by vacuum filtration through a pad... Starting materials: C(#N)C1=CC=C(CN2C=NC=C2CO)C=C1 (3-(4-cyanobenzyl)-3H-imidazol-4-ylmethyl alcohol), FC(S(=O)(=O)OS(=O)(=O)C(F)(F)F)(F)F (trifluoromethanesulfonic anhydride), Cl.CC=1C=C(CC2(CCNCC2)C(=O)OC)C=CC1 (methyl 4-(3-methylbenzyl)piperidine-4-carboxylate hydrochloride salt), C(C)(C)N(CC)C(C)C (diisopropylethylamine). Solvent: ClCCl (dichloromethane), ClCCl (dichloromethane). Reaction conditions: temperature -78 celsius, time 20 minute. Yields the product C(#N)C1=CC=C(CN2C=NC=C2CN2CCC(CC2)(C(=O)OC)CC2=CC(=CC=C2)C)C=C1 (methyl 1-[3-(4-cyanobenzyl)-3H-imidazol-4-ylmethyl]-4-(3-methylbenzyl)piperidine-4-carboxylate). Reaction SMILES: [C:1]([C:3]1[CH:16]=[CH:15][C:6]([CH2:7][N:8]2[C:12]([CH2:13]O)=[CH:11][N:10]=[CH:9]2)=[CH:5][CH:4]=1)#[N:2].FC(F)(F)S(OS(C(F)(F)F)(=O)=O)(=O)=O.Cl.[CH3:33][C:34]1[CH:35]=[C:36]([CH:48]=[CH:49][CH:50]=1)[CH2:37][C:38]1([C:44]([O:46][CH3:47])=[O:45])[CH2:43][CH2:42][NH:41][CH2:40][CH2:39]1.C(N(C(C)C)CC)(C)C>ClCCl>[C:1]([C:3]1[CH:16]=[CH:15][C:6]([CH2:7][N:8]2[C:12]([CH2:13][N:41]3[CH2:42][CH2:43][C:38]([CH2:37][C:36]4[CH:48]=[CH:49][CH:50]=[C:34]([CH3:33])[CH:35]=4)([C:44]([O:46][CH3:47])=[O:45])[CH2:39][CH2:40]3)=[CH:11][N:10]=[CH:9]2)=[CH:5][CH:4]=1)#[N:2] |f:2.3|. Procedure: To a cold (−78° C.) solution of 3-(4-cyanobenzyl)-3H-imidazol-4-ylmethyl alcohol (184 mg, 0.81 mmol) and dilsopropylethylarnine (155 μL, 0.89 mmol) in dichloromethane (3.8 mL), trifluoromethanesulfonic anhydride (143 μL, 0.85 mmol) was added. The resulting mixture was stirred at −78° C. for 20 min., and was treated with a solution of methyl 4-(3-methylbenzyl)piperidine-4-carboxylate hydrochloride salt (276 mg, 0.97 mmol; Example 61, Step B) and diisopropylethylamine (186 μL, 1.07 mmol) in dichlo... Reactants: Br, COc1ccc2c(c1)C13CCN(CC4CCC4)C(C2)C1C(C)CC(=O)C3, Cl, [NH4+], [OH-], O. Product: CC1CC(=O)CC23CCN(CC4CCC4)C(Cc4ccc(O)cc42)C13, Cl. Reaction SMILES: [BrH:28].[CH:2]1([CH2:6][N:7]2[CH:8]3[CH:9]4[CH:10]([CH3:27])[CH2:11][C:12](=[O:26])[CH2:13][C:14]4([c:15]4[cH:16][c:17]([O:22][CH3:23])[cH:18][cH:19][c:20]4[CH2:21]3)[CH2:24][CH2:25]2)[CH2:3][CH2:4][CH2:5]1.[ClH:1].[NH4+:30].[OH-:29].[OH2:31]>>[CH:2]1([CH2:6][N:7]2[CH:8]3[CH:9]4[CH:10]([CH3:27])[CH2:11][C:12](=[O:26])[CH2:13][C:14]4([c:15]4[cH:16][c:17]([OH:22])[cH:18][cH:19][c:20]4[CH2:21]3)[CH2:24][CH2:25]2)[CH2:3][CH2:4][CH2:5]1.[ClH:1].